This data is from the Open Reaction Database (ORD), a public repository of structured organic reaction records. The task is: describe an organic reaction: reactants, conditions, products, and yield The reactants are CC1=C(C=NC=C1)N1C(C2=CC(=CC=C2C=C1)[N+](=O)[O-])=O (2-(4-methyl-pyridin-3-yl)-7-nitro-2H-isoquinolin-1-one). Reagents/catalysts: [Pd] (Pd/C). Solvent: CO (methanol), C(C)(=O)O (acetic acid). Yields the product NC1=CC=C2CCN(C(C2=C1)=O)C=1C=NC=CC1C (7-Amino-2-(4-methyl-pyridin-3-yl)-3,4-dihydro-2H-isoquinolin-1-one). As a reaction SMILES: [CH3:1][C:2]1[CH:7]=[CH:6][N:5]=[CH:4][C:3]=1[N:8]1[CH:17]=[CH:16][C:15]2[C:10](=[CH:11][C:12]([N+:18]([O-])=O)=[CH:13][CH:14]=2)[C:9]1=[O:21]>CO.C(O)(=O)C.[Pd]>[NH2:18][C:12]1[CH:11]=[C:10]2[C:15]([CH2:16][CH2:17][N:8]([C:3]3[CH:4]=[N:5][CH:6]=[CH:7][C:2]=3[CH3:1])[C:9]2=[O:21])=[CH:14][CH:13]=1. Procedure details: Using analogous reaction conditions as described in Example 24, 2-(4-methyl-pyridin-3-yl)-7-nitro-2H-isoquinolin-1-one (I-24b: 120 mg, 0.4240 mmol) in methanol (10 mL) and acetic acid (0.1 mL) was reduced using Pd/C (40 mg) at 50 PSI in a Parr hydrogenator at room temperature for 3.30 hours. Starting materials: CC1=C(C=CC(=C1)[N+](=O)[O-])NC(OCCCCCl)=O (4-chloro-butyl 2-methyl-4-nitro-phenyl-carbamate), [K].CC(C)([O-])C (potassium tert.-butoxide). Run in CN(C)C=O (DMF). The product is CC=1C=C(C=CC1N1C(OCCCC1)=O)[N+](=O)[O-] (3-methyl-4-(2-oxo-[1,3]oxazepan-3-yl)-1-nitro-benzene). Reaction SMILES: [CH3:1][C:2]1[CH:7]=[C:6]([N+:8]([O-:10])=[O:9])[CH:5]=[CH:4][C:3]=1[NH:11][C:12](=[O:19])[O:13][CH2:14][CH2:15][CH2:16][CH2:17]Cl.[K].CC(C)([O-])C>CN(C=O)C>[CH3:1][C:2]1[CH:7]=[C:6]([N+:8]([O-:10])=[O:9])[CH:5]=[CH:4][C:3]=1[N:11]1[CH2:17][CH2:16][CH2:15][CH2:14][O:13][C:12]1=[O:19] |f:1.2,^1:19|. Reported procedure: Prepared analogously to Example 39b from 4-chloro-butyl 2-methyl-4-nitro-phenyl-carbamate with potassium-tert.-butoxide in DMF. The reactants are ClC=1C=C(C=CC1Cl)C(C(=O)NC=1SC=CN1)CC1CC(CC1)O (2-(3,4-dichloro-phenyl)-3-(3-hydroxy-cyclopentyl)-N-thiazol-2-yl-propionamide), C(C)(=O)OC(C)=O (acetic anhydride), C(C)(=O)OC(C)=O (acetic anhydride). The solvent is N1=CC=CC=C1 (pyridine), C(Cl)Cl (methylene chloride). Product: ethyl acetate hexanes, ClC=1C=C(C=CC1Cl)C(CC1CC(CC1)OC(C)=O)C(NC=1SC=CN1)=O (acetic acid 3-[2-(3,4-dichloro-phenyl)-2-(thiazol-2-ylcarbamoyl)-ethyl]-cyclopentyl ester). The yield is 49.8%. Reaction SMILES: [Cl:1][C:2]1[CH:3]=[C:4]([CH:9]([CH2:18][CH:19]2[CH2:23][CH2:22][CH:21]([OH:24])[CH2:20]2)[C:10]([NH:12][C:13]2[S:14][CH:15]=[CH:16][N:17]=2)=[O:11])[CH:5]=[CH:6][C:7]=1[Cl:8].[C:25](OC(=O)C)(=[O:27])[CH3:26]>N1C=CC=CC=1.C(Cl)Cl>[Cl:1][C:2]1[CH:3]=[C:4]([CH:9]([C:10](=[O:11])[NH:12][C:13]2[S:14][CH:15]=[CH:16][N:17]=2)[CH2:18][CH:19]2[CH2:23][CH2:22][CH:21]([O:24][C:25](=[O:27])[CH3:26])[CH2:20]2)[CH:5]=[CH:6][C:7]=1[Cl:8]. Procedure: A solution of 2-(3,4-dichloro-phenyl)-3-(3-hydroxy-cyclopentyl)-N-thiazol-2-yl-propionamide (prepared as in Example 36, 147.8 mg, 0.38 mmol) and acetic anhydride (72 μL, 0.77 mmol) in pyridine (2 mL) and methylene chloride (1 mL) was stirred at 25° C. for 20 h. The resulting reaction mixture was concentrated in vacuo. Since the reaction did not go to completion, the residue was re-dissolved in pyridine (1.8 mL) and acetic anhydride (1.4 mL, 14.84 mmol) and then stirred at 25° C. for an additiona... RXN SMILES: [Br:19][CH2:20][CH3:21].[CH3:22][C:23]#[N:24].[O:1]=[C:2]1[CH2:3][CH:4]2[CH2:5][CH:6]([C:16](=[O:17])[OH:18])[N:7]([C:12](=[O:13])[O:14][CH3:15])[CH2:8][CH:9]2[CH2:10][CH2:11]1>>[O:1]=[C:2]1[CH2:3][CH:4]2[CH2:5][CH:6]([C:16](=[O:17])[O:18][CH2:20][CH3:21])[N:7]([C:12](=[O:13])[O:14][CH3:15])[CH2:8][CH:9]2[CH2:10][CH2:11]1. The product is CCOC(=O)C1CC2CC(=O)CCC2CN1C(=O)OC. The reactants are CCBr, CC#N, COC(=O)N1CC2CCC(=O)CC2CC1C(=O)O. The reactants are F[C@](C(=O)O)(CCCC)C(F)(F)F ((S)-(-)-2-fluoro-2-(trifluoromethyl)hexanoic acid), C1=CC=C(C(=C1)C(=O)Cl)C(=O)Cl (phthalyl chloride). Conditions: temperature 80 celsius, time 24 hour. Yields the product F[C@](C(=O)Cl)(CCCC)C(F)(F)F ((R)-(-)-2-fluoro-2-(trifluoromethyl)hexanoyl chloride). Isolated yield 93.9%. Reaction SMILES: [F:1][C@@:2]([C:10]([F:13])([F:12])[F:11])([CH2:6][CH2:7][CH2:8][CH3:9])[C:3](O)=[O:4].C1C=C(C([Cl:22])=O)C(C(Cl)=O)=CC=1>>[F:1][C@@:2]([C:10]([F:13])([F:12])[F:11])([CH2:6][CH2:7][CH2:8][CH3:9])[C:3]([Cl:22])=[O:4]. Reported procedure: A mixture of 8.0 g of (S)-(-)-2-fluoro-2-(trifluoromethyl)hexanoic acid and 24.0 g of phthalyl chloride was stirred at 80° C. for 24 hours. Subsequently, the reaction mixture was distilled under reduced pressure, thereby obtaining 8.2 g of (R)-(-)-2-fluoro-2-(trifluoromethyl)hexanoyl chloride having the physical properties as mentioned hereinbefore. Reactants: CON, CO, COC(=O)C(=Cc1ccc(OCCn2c(=O)sc3cc(C(=O)c4cccc(Cl)c4)ccc32)cc1)C(=O)OC, O, c1ccncc1. Product: CON=C(c1cccc(Cl)c1)c1ccc2c(c1)sc(=O)n2CCOc1ccc(C=C(C(=O)OC)C(=O)OC)cc1. As a reaction SMILES: [CH3:39][O:40][NH2:41].[CH3:48][OH:49].[Cl:1][c:2]1[cH:3][c:4]([C:5](=[O:6])[c:7]2[cH:8][c:9]3[c:10]([n:11]([CH2:15][CH2:16][O:17][c:18]4[cH:19][cH:20][c:21]([CH:22]=[C:23]([C:24](=[O:25])[O:26][CH3:27])[C:28](=[O:29])[O:30][CH3:31])[cH:32][cH:33]4)[c:12](=[O:14])[s:13]3)[cH:34][cH:35]2)[cH:36][cH:37][cH:38]1.[OH2:50].[cH:42]1[cH:43][cH:44][n:45][cH:46][cH:47]1>>[Cl:1][c:2]1[cH:3][c:4]([C:5]([c:7]2[cH:8][c:9]3[c:10]([n:11]([CH2:15][CH2:16][O:17][c:18]4[cH:19][cH:20][c:21]([CH:22]=[C:23]([C:24](=[O:25])[O:26][CH3:27])[C:28](=[O:29])[O:30][CH3:31])[cH:32][cH:33]4)[c:12](=[O:14])[s:13]3)[cH:34][cH:35]2)=[N:41][O:40][CH3:39])[cH:36][cH:37][cH:38]1. Yields the product O=C(O)Cc1ccc2oc3ncccc3c(=O)c2c1. Reactants: N#CCc1ccc2oc3ncccc3c(=O)c2c1, CC(=O)O, Cl. As a reaction SMILES: [C:1]([CH2:2][c:4]1[cH:5][cH:6][c:7]2[c:8]([c:9](=[O:17])[c:10]3[c:11]([n:12][cH:13][cH:14][cH:15]3)[o:16]2)[cH:18]1)#[N:3].[CH3:19][C:20]([OH:21])=[O:22].[ClH:23]>>[c:4]1([CH2:19][C:20]([OH:21])=[O:22])[cH:5][cH:6][c:7]2[c:8]([c:9](=[O:17])[c:10]3[c:11]([n:12][cH:13][cH:14][cH:15]3)[o:16]2)[cH:18]1.